From a dataset of the Open Reaction Database (ORD), a public repository of structured organic reaction records. describe an organic reaction: reactants, conditions, products, and yield Starting materials: N#CC(O)c1cccc(Oc2ccccc2)c1, CCC(C)OC(=O)C(Cl)=CC1C(C(=O)O)C1(C)C, ClC(Cl)Cl. The product is CCC(C)OC(=O)C(Cl)=CC1C(C(=O)OC(C#N)c2cccc(Oc3ccccc3)c2)C1(C)C. As a reaction SMILES: [C:19](#[N:20])[CH:21]([c:22]1[cH:23][c:24]([O:28][c:29]2[cH:30][cH:31][cH:32][cH:33][cH:34]2)[cH:25][cH:26][cH:27]1)[OH:35].[CH3:1][C:2]1([CH3:18])[CH:3]([C:15](=[O:16])[OH:17])[CH:4]1[CH:5]=[C:6]([C:7]([O:8][CH:9]([CH2:10][CH3:11])[CH3:12])=[O:13])[Cl:14].[CH:36]([Cl:37])([Cl:38])[Cl:39]>>[CH3:1][C:2]1([CH3:18])[CH:3]([C:15](=[O:16])[O:17][CH:21]([C:19]#[N:20])[c:22]2[cH:23][c:24]([O:28][c:29]3[cH:30][cH:31][cH:32][cH:33][cH:34]3)[cH:25][cH:26][cH:27]2)[CH:4]1[CH:5]=[C:6]([C:7]([O:8][CH:9]([CH2:10][CH3:11])[CH3:12])=[O:13])[Cl:14]. The product is FC1=CC(=CC=2[C@]3(C4=CC(=CC=C4OC12)C=1C=NC=NC1)N=C(OC3)N)OCC(C)(C)F ((S)-4′-fluoro-2′-(2-fluoro-2-methylpropoxy)-7′-(pyrimidin-5-yl)-5H-spiro[oxazole-4,9′-xanthen]-2-amine). Reaction SMILES: [NH2:1][C:2]1[O:3][CH2:4][C@@:5]2([N:27]=1)[C:18]1[CH:17]=[C:16]([OH:19])[CH:15]=[C:14]([F:20])[C:13]=1[O:12][C:11]1[C:6]2=[CH:7][C:8]([C:21]2[CH:22]=[N:23][CH:24]=[N:25][CH:26]=2)=[CH:9][CH:10]=1.C(=O)([O-])[O-].[Cs+].[Cs+].FC(F)(F)S(O[CH2:40][C:41]([F:44])([CH3:43])[CH3:42])(=O)=O>CN(C=O)C>[F:20][C:14]1[C:13]2[O:12][C:11]3[C:6](=[CH:7][C:8]([C:21]4[CH:22]=[N:23][CH:24]=[N:25][CH:26]=4)=[CH:9][CH:10]=3)[C@@:5]3([CH2:4][O:3][C:2]([NH2:1])=[N:27]3)[C:18]=2[CH:17]=[C:16]([O:19][CH2:40][C:41]([F:44])([CH3:43])[CH3:42])[CH:15]=1 |f:1.2.3|. The solvent is CN(C)C=O (DMF). Run at time 10 minute. Reactants: NC=1OC[C@@]2(C3=CC(=CC=C3OC=3C(=CC(=CC23)O)F)C=2C=NC=NC2)N1 ((S)-2-amino-4′-fluoro-7′-(pyrimidin-5-yl)-5H-spiro[oxazole-4,9′-xanthen]-2′-ol), C([O-])([O-])=O.[Cs+].[Cs+] (cesium carbonate), FC(S(=O)(=O)OCC(C)(C)F)(F)F (2-fluoro-2-methylpropyl trifluoromethanesulfonate). Procedure: A 25 ml RBF was charged with (S)-2-amino-7′-bromo-4′-fluoro-5H-spiro[oxazole-4,9′-xanthen]-2′-ol (629 mg, 1.723 mmol), tetrakis(triphenylphosphine)palladium (199 mg, 0.172 mmol), and pyrimidin-5-ylboronic acid (320 mg, 2.58 mmol). DMF (8613 μL) and sodium carbonate (2M solution) (2584 μL, 5.17 mmol) were added and the mixture was stirred at 85° C. for 2.5 hrs. The mixture was cooled to RT, water (˜5 ml) was added and stirring was continued for 10 min. The precipitate was filtered out, washed wit... Reactants: Cl.N1CCC(CC1)OC1=CC(=C(C=C1)CC(=O)N1CCC(CC1)N1C(OCC2=C1C=CC=C2)=O)OCC(F)(F)F (1-(1-(4-(4-piperidinyloxy)-2-(2,2,2-trifluoroethoxy)phenylacetyl)piperidin-4-yl)-4H-3,1-benzoxazin-2(1H)-one hydrochloride), CS(=O)(=O)Cl (methanesulfonoyl chloride), CCN(C(C)C)C(C)C (DIEA). As a reaction SMILES: Cl.[NH:2]1[CH2:7][CH2:6][CH:5]([O:8][C:9]2[CH:14]=[CH:13][C:12]([CH2:15][C:16]([N:18]3[CH2:23][CH2:22][CH:21]([N:24]4[C:29]5[CH:30]=[CH:31][CH:32]=[CH:33][C:28]=5[CH2:27][O:26][C:25]4=[O:34])[CH2:20][CH2:19]3)=[O:17])=[C:11]([O:35][CH2:36][C:37]([F:40])([F:39])[F:38])[CH:10]=2)[CH2:4][CH2:3]1.[CH3:41][S:42](Cl)(=[O:44])=[O:43].CCN(C(C)C)C(C)C>C(Cl)Cl>[CH3:41][S:42]([N:2]1[CH2:3][CH2:4][CH:5]([O:8][C:9]2[CH:14]=[CH:13][C:12]([CH2:15][C:16]([N:18]3[CH2:23][CH2:22][CH:21]([N:24]4[C:29]5[CH:30]=[CH:31][CH:32]=[CH:33][C:28]=5[CH2:27][O:26][C:25]4=[O:34])[CH2:20][CH2:19]3)=[O:17])=[C:11]([O:35][CH2:36][C:37]([F:40])([F:38])[F:39])[CH:10]=2)[CH2:6][CH2:7]1)(=[O:44])=[O:43] |f:0.1|. Reported procedure: To a solution of 1-(1-(4-(4-piperidinyloxy)-2-(2,2,2-trifluoroethoxy)phenylacetyl)piperidin-4-yl)-4H-3,1-benzoxazin-2(1H)-one hydrochloride (0.20 g, 0.35 mmol) from Example 2 in CH2Cl2 (20 mL) was added methanesulfonoyl chloride (0.045 g, 0.39 mmol) and DIEA (0.14 mL, 0.80 mmol). The solution was stirred at ambient temperature for 6 h and the solvent was removed under reduced pressure. The residue was dissolved in EtOAc (50 mL) and washed with 0.25 M aqueous citric acid (25 mL), H2O (25 mL), and... Product: CS(=O)(=O)N1CCC(CC1)OC1=CC(=C(C=C1)CC(=O)N1CCC(CC1)N1C(OCC2=C1C=CC=C2)=O)OCC(F)(F)F (1-(1-(4-(1-methylsulfonyl-4-piperidinyloxy)-2-(2,2,2-trifluoroethoxy)phenylacetyl)piperidin-4-yl)-4H-3,1-benzoxazin-2(1H)-one). Solvent: C(Cl)Cl (CH2Cl2). Reaction conditions: time 6 hour.